This data is from the Open Reaction Database (ORD), a public repository of structured organic reaction records. The task is: describe an organic reaction: reactants, conditions, products, and yield Reactants: Br, [Cu]Br, O=N[O-], CC(c1cc(N)ccc1N1CCCCC1)C(C(N)=O)c1ccc(C(=O)O)cc1, [Na+], [Na+], [OH-], O. Product: CC(c1cc(Br)ccc1N1CCCCC1)C(C(N)=O)c1ccc(C(=O)O)cc1. Reaction SMILES: [BrH:35].[Cu:37][Br:38].[N:1]([O-:2])=[O:3].[NH2:5][c:6]1[cH:7][cH:8][c:9]([N:27]2[CH2:28][CH2:29][CH2:30][CH2:31][CH2:32]2)[c:10]([CH:12]([CH3:13])[CH:14]([c:15]2[cH:16][cH:17][c:18]([C:19](=[O:20])[OH:21])[cH:22][cH:23]2)[C:24](=[O:25])[NH2:26])[cH:11]1.[Na+:34].[Na+:4].[OH-:33].[OH2:36]>>[c:6]1([Br:35])[cH:7][cH:8][c:9]([N:27]2[CH2:28][CH2:29][CH2:30][CH2:31][CH2:32]2)[c:10]([CH:12]([CH3:13])[CH:14]([c:15]2[cH:16][cH:17][c:18]([C:19](=[O:20])[OH:21])[cH:22][cH:23]2)[C:24](=[O:25])[NH2:26])[cH:11]1. Starting materials: CNC (dimethylamine), BrC1=CC=C(CBr)C=C1 (4-bromobenzyl bromide). The solvent is CN(C)C=O (DMF). Reaction conditions: time 18 hour. Product: CN(C)CC1=CC=C(C=C1)Br (4-(Dimethylaminomethyl)phenyl bromide). Reaction SMILES: [CH3:1][NH:2][CH3:3].[Br:4][C:5]1[CH:12]=[CH:11][C:8]([CH2:9]Br)=[CH:7][CH:6]=1>CN(C=O)C>[CH3:1][N:2]([CH2:9][C:8]1[CH:11]=[CH:12][C:5]([Br:4])=[CH:6][CH:7]=1)[CH3:3]. Reported procedure: 2M Ethanolic dimethylamine solution (30 ml) was added to a solution of 4-bromobenzyl bromide (5 g) in DMF (20 ml). The mixture was stirred at ambient temperature for 18 h and was then partitioned between ethyl acetate and saturated aqueous sodium hydrogen carbonate solution. The organic phase was dried, evaporated and purified by column chromatography, eluting with a gradient of 0 to 5% methanol in DCM to yield the product as a clear oil. MS (M+H)+ 214. 1H NMR (CDCl3) 2.21 (s, 6H), 3.35 (s, 2H),... Reactants: COCC(C)NC(=O)C=1C=C(C=C(C1)N1N=NN=C1C(F)(F)F)C1=CC=C(C=C1)C (4′-Methyl-5-(5-trifluoromethyl-tetrazol-1-yl)-biphenyl-3-carboxylic acid (2-methoxy-1-methyl-ethyl)-amide), COCC(C)N (2-methoxy-1-methyl-ethylamine). Yields the product CC1=CC=C(C=C1)C1=CC(=CC(=C1)N1N=NN=C1C(F)(F)F)C(=O)O (4′-methyl-5-(5-trifluoromethyl-tetrazol-1-yl)-biphenyl-3-carboxylic acid). RXN SMILES: COCC(N[C:7]([C:9]1[CH:10]=[C:11]([C:24]2[CH:29]=[CH:28][C:27]([CH3:30])=[CH:26][CH:25]=2)[CH:12]=[C:13]([N:15]2[C:19]([C:20]([F:23])([F:22])[F:21])=[N:18][N:17]=[N:16]2)[CH:14]=1)=[O:8])C.C[O:32]CC(N)C>>[CH3:30][C:27]1[CH:26]=[CH:25][C:24]([C:11]2[CH:12]=[C:13]([N:15]3[C:19]([C:20]([F:23])([F:22])[F:21])=[N:18][N:17]=[N:16]3)[CH:14]=[C:9]([C:7]([OH:8])=[O:32])[CH:10]=2)=[CH:29][CH:28]=1. Procedure: 4′-Methyl-5-(5-trifluoromethyl-tetrazol-1-yl)-biphenyl-3-carboxylic acid (2-methoxy-1-methyl-ethyl)-amide was reacted with 2-methoxy-1-methyl-ethylamine using the procedure of step 4 of Example 3 to give 4′-methyl-5-(5-trifluoromethyl-tetrazol-1-yl)-biphenyl-3-carboxylic acid. MS (M+H)=420. Reactants: O (water), ClC=1C(=NC=NC1CC)NC(CO)CO (5-chloro-6-ethyl-4-(1,3-dihydroxy-2-propylamino)-pyrimidine), CC(CCCC)=O (2-hexanone), C1(=CC=C(C=C1)S(=O)(=O)O)C (p-toluenesulfonic acid). Run in C1(=CC=CC=C1)C (toluene). Yields the product C(CCC)C1(OCC(CO1)NC1=NC=NC(=C1Cl)CC)C (4-(2-n-Butyl-2-methyl-1,3-dioxan-5-ylamino)-5-chloro-6-ethyl-pyrimidine). RXN SMILES: [Cl:1][C:2]1[C:3]([NH:10][CH:11]([CH2:14][OH:15])[CH2:12][OH:13])=[N:4][CH:5]=[N:6][C:7]=1[CH2:8][CH3:9].[CH3:16][C:17](=O)[CH2:18][CH2:19][CH2:20][CH3:21].C1(C)C=CC(S(O)(=O)=O)=CC=1.O>C1(C)C=CC=CC=1>[CH2:18]([C:17]1([CH3:16])[O:15][CH2:14][CH:11]([NH:10][C:3]2[C:2]([Cl:1])=[C:7]([CH2:8][CH3:9])[N:6]=[CH:5][N:4]=2)[CH2:12][O:13]1)[CH2:19][CH2:20][CH3:21]. Procedure details: 2.16 g (9 mmol) of 5-chloro-6-ethyl-4-(1,3-dihydroxy-2-propylamino)-pyrimidine (Example 1), 1.80 g (18 mmol) of 2-hexanone and 500 mg of p-toluenesulfonic acid were heated in 100 ml of toluene for 8 hours, using a water separator. After the mixture had been extracted by stirring with dilute sodium hydroxide solution, the organic phase was dried and concentrated. The cis/trans isomers were separated by chromatography over silica gel (mobile phase: ethyl acetate/petroleum ether 4:1). 0.29 g of tra...